Dataset: the Open Reaction Database (ORD), a public repository of structured organic reaction records. Task: describe an organic reaction: reactants, conditions, products, and yield Starting materials: CC1=CC=C(OC2=CC(=C(C=C2)O)CC=C)C=C1 (4-(4′-methylphenoxy)-2-allylphenol). The reagents and catalysts are [Pd] (Pd/C). Run in C(C)(=O)OCC (ethyl acetate). Product: C(CC)C1=C(C=CC(=C1)OC1=CC=C(C=C1)C)O (2-Propyl-4-(4′-methylphenoxy)phenol). As a reaction SMILES: [CH3:1][C:2]1[CH:18]=[CH:17][C:5]([O:6][C:7]2[CH:12]=[CH:11][C:10]([OH:13])=[C:9]([CH2:14][CH:15]=[CH2:16])[CH:8]=2)=[CH:4][CH:3]=1>C(OCC)(=O)C.[Pd]>[CH2:14]([C:9]1[CH:8]=[C:7]([O:6][C:5]2[CH:17]=[CH:18][C:2]([CH3:1])=[CH:3][CH:4]=2)[CH:12]=[CH:11][C:10]=1[OH:13])[CH2:15][CH3:16]. Procedure: A solution of 4-(4′-methylphenoxy)-2-allylphenol (2.30 g, 9.42 mmol) and 5% Pd/C (0.90 g) in ethyl acetate (30 mL) was stirred under H2 atmosphere for 3 h at room temperature. The reaction mixture was filtered through a short pad of silica gel and concentrated in vacuo to afford the title compound which was used as is. 1H NMR (400 MHz, CDCl3): δ 7.19 (d, 2H), 6.86 (d, 1H), 6.83 (dd, 2H), 6.72 (d, 2H), 4.61 (s, 1H), 2.53 (t, 2H), 2.30 (s, 3H), 1.61 (hex, 2H), 0.96 (t, 3H).